From a dataset of the Open Reaction Database (ORD), a public repository of structured organic reaction records. describe an organic reaction: reactants, conditions, products, and yield Starting materials: C(C)(=O)N[C@]1(CNC[C@@H]1CCCB1OC(C(O1)(C)C)(C)C)C(=O)NC(C)(C)C ((3R,4S)-3-acetamido-N-tert-butyl-4-(3-(4,4,5,5-tetramethyl-1,3,2-dioxaborolan-2-yl)propyl)pyrrolidine-3-carboxamide), S(=O)(=O)([O-])[O-].[Na+].[Na+] (sodium sulfate), C(=O)(OC(C)(C)C)N1CC(CCC1)C=O (N-boc-piperidine-3-carboxaldehyde), C(C)(=O)O[BH-](OC(C)=O)OC(C)=O.[Na+] (sodium triacetoxyborohydride), C([O-])([O-])=O.[Na+].[Na+] (sodium carbonate). Reagents/catalysts: C(C)(=O)O (acetic acid). Run in ClCCCl (1,2-dichloroethane). Conditions: time 2 hour. Product: N[C@]1(CN(C[C@@H]1CCCB(O)O)CC1CNCCC1)C(=O)O ((3R,4S)-3-amino-4-(3-boronopropyl)-1-(piperidin-3-ylmethyl)pyrrolidine-3-carboxylic acid). Yield: 39.6%. As a reaction SMILES: C([NH:4][C@:5]1([C:22](NC(C)(C)C)=[O:23])[C@@H:9]([CH2:10][CH2:11][CH2:12][B:13]2[O:17]C(C)(C)C(C)(C)[O:14]2)[CH2:8][NH:7][CH2:6]1)(=O)C.S([O-])([O-])(=O)=O.[Na+].[Na+].C([N:43]1[CH2:48][CH2:47][CH2:46][CH:45]([CH:49]=O)[CH2:44]1)(OC(C)(C)C)=O.C(O[BH-](OC(=O)C)OC(=O)C)(=[O:53])C.[Na+].C(=O)([O-])[O-].[Na+].[Na+]>ClCCCl.C(O)(=O)C>[NH2:4][C@:5]1([C:22]([OH:23])=[O:53])[C@@H:9]([CH2:10][CH2:11][CH2:12][B:13]([OH:14])[OH:17])[CH2:8][N:7]([CH2:49][CH:45]2[CH2:46][CH2:47][CH2:48][NH:43][CH2:44]2)[CH2:6]1 |f:1.2.3,5.6,7.8.9|. Procedure details: A stirred solution of (3R,4S)-3-acetamido-N-tert-butyl-4-(3-(4,4,5,5-tetramethyl-1,3,2-dioxaborolan-2-yl)propyl)pyrrolidine-3-carboxamide (Example 8, step 4) (198 mg, 0.5 mmol) in anhydrous 1,2-dichloroethane (5 mL) was treated with anhydrous sodium sulfate (1 g) and N-boc-piperidine-3-carboxaldehyde (145 mg, 0.7 mmol), stirred for 2 h, then treated with sodium triacetoxyborohydride (212 mg, 1.0 mmol) and glacial acetic acid (2 drops) and stirred for 16 h. Aqueous sodium carbonate (10%, 5 mL) wa... The reactants are CCN(C(C)C)C(C)C (DIPEA), C(C)(C)(C)C=1C=C(CC2NCCC(C2)C(=O)OC)C=C(C1)C(C)(C)C (Methyl 2-(3,5-di-tert-butylbenzyl)piperidine-4-carboxylate), C(OC)(=O)Cl (methyl carbonochloridate). Run in C(Cl)Cl (DCM). Reaction conditions: time 1.5 hour. Product: C(C)(C)(C)C=1C=C(CC2N(CCC(C2)C(=O)OC)C(=O)OC)C=C(C1)C(C)(C)C (dimethyl 2-(3,5-di-tert-butylbenzyl)piperidine-1,4-dicarboxylate). Isolated yield 90.7%. As a reaction SMILES: [C:1]([C:5]1[CH:6]=[C:7]([CH:19]=[C:20]([C:22]([CH3:25])([CH3:24])[CH3:23])[CH:21]=1)[CH2:8][CH:9]1[CH2:14][CH:13]([C:15]([O:17][CH3:18])=[O:16])[CH2:12][CH2:11][NH:10]1)([CH3:4])([CH3:3])[CH3:2].CCN(C(C)C)C(C)C.[C:35](Cl)(=[O:38])[O:36][CH3:37]>C(Cl)Cl>[C:1]([C:5]1[CH:6]=[C:7]([CH:19]=[C:20]([C:22]([CH3:25])([CH3:24])[CH3:23])[CH:21]=1)[CH2:8][CH:9]1[CH2:14][CH:13]([C:15]([O:17][CH3:18])=[O:16])[CH2:12][CH2:11][N:10]1[C:35]([O:36][CH3:37])=[O:38])([CH3:3])([CH3:4])[CH3:2]. Procedure details: Methyl 2-(3,5-di-tert-butylbenzyl)piperidine-4-carboxylate (3.691 g, 10.68 mmol) was dissolved in DCM (80 mL) and DIPEA (2.233 mL, 12.82 mmol) added followed by methyl carbonochloridate (1.262 mL, 16.02 mmol). The solution was stirred at room temperature for 1.5 h. The reaction mixture was washed with 0.1 M HCl and satd NaHCO3. The organic phase was passed through a phase separator and evaporated to yield dimethyl 2-(3,5-di-tert-butylbenzyl)piperidine-1,4-dicarboxylate (3.91 g, 91%) as a yellow ... The reactants are P(=O)(Cl)(Cl)Cl (phosphorus oxychloride), C(N)(=O)C=1OC(=NN1)C1=CC(=CC(=C1)C)C (2-carbamoyl-5-(3,5-dimethylphenyl)-1,3,4-oxadiazole), O (water). The solvent is N1=CC=CC=C1 (pyridine). Reaction conditions: time 4 hour. Product: C(#N)C=1OC(=NN1)C1=CC(=CC(=C1)C)C (2-cyano-5-(3,5-dimethylphenyl)-1,3,4-oxadiazole). Reaction SMILES: P(Cl)(Cl)(Cl)=O.[C:6]([C:9]1[O:10][C:11]([C:14]2[CH:19]=[C:18]([CH3:20])[CH:17]=[C:16]([CH3:21])[CH:15]=2)=[N:12][N:13]=1)(=O)[NH2:7].O>N1C=CC=CC=1>[C:6]([C:9]1[O:10][C:11]([C:14]2[CH:15]=[C:16]([CH3:21])[CH:17]=[C:18]([CH3:20])[CH:19]=2)=[N:12][N:13]=1)#[N:7]. Procedure: 200 g of phosphorus oxychloride are added to a suspension of 189.5 g of 2-carbamoyl-5-(3,5-dimethylphenyl)-1,3,4-oxadiazole in 873 cm3 of anhydrous pyridine, in the course of one hour and whilst stirring. During this addition, the temperature of the reaction medium rises from 20° to 42° C. The stirring is continued for 4 hours, whilst allowing the temperature of the medium to return to 20° C. The reaction mixture is then poured into 8.7 liters of water and the precipitate which forms is filtered...